From a dataset of the Open Reaction Database (ORD), a public repository of structured organic reaction records. describe an organic reaction: reactants, conditions, products, and yield Starting materials: COC(=O)COc1ccc(N(CCCl)CCCl)cc1, Cl. Yields the product O=C(O)COc1ccc(N(CCCl)CCCl)cc1. As a reaction SMILES: [Cl:1][CH2:2][CH2:3][N:4]([CH2:5][CH2:6][Cl:7])[c:8]1[cH:9][cH:10][c:11]([O:12][CH2:13][C:14](=[O:15])[O:16][CH3:17])[cH:18][cH:19]1.[ClH:20]>>[Cl:1][CH2:2][CH2:3][N:4]([CH2:5][CH2:6][Cl:7])[c:8]1[cH:9][cH:10][c:11]([O:12][CH2:13][C:14](=[O:15])[OH:16])[cH:18][cH:19]1.